From a dataset of the Open Reaction Database (ORD), a public repository of structured organic reaction records. describe an organic reaction: reactants, conditions, products, and yield Starting materials: COS(=O)(=O)OC, O=c1c2c([nH]n1-c1ccc(Cl)cc1F)CCCC2, [Na+], C1CCOC1, [OH-]. Yields the product COc1c2c(nn1-c1ccc(Cl)cc1F)CCCC2. Reaction SMILES: [CH3:21][O:22][S:23]([O:24][CH3:25])(=[O:26])=[O:27].[Cl:1][c:2]1[cH:3][c:4]([F:18])[c:5](-[n:8]2[nH:9][c:10]3[c:15]([c:16]2=[O:17])[CH2:14][CH2:13][CH2:12][CH2:11]3)[cH:6][cH:7]1.[Na+:20].[O:28]1[CH2:29][CH2:30][CH2:31][CH2:32]1.[OH-:19]>>[Cl:1][c:2]1[cH:3][c:4]([F:18])[c:5](-[n:8]2[n:9][c:10]3[c:15]([c:16]2[O:17][CH3:21])[CH2:14][CH2:13][CH2:12][CH2:11]3)[cH:6][cH:7]1. The reactants are Cl.O1CCNCC2=C1C=CC(=C2)B(O)O (2,3,4,5-tetrahydro-1,4-benzoxazepin-7-ylboronic acid hydrochloride salt), ClC1=NC=NC(=C1CC1=CC=C(C=C1)F)C (4-chloro-5-(4-fluorobenzyl)-6-methylpyrimidine), C(C)(C)N(CC)C(C)C (diisopropylethylamine). Run at temperature 95 celsius, time 18 hour. Yields the product FC1=CC=C(C=C1)CC=1C(=NC=NC1C)N1CCOC2=C(C1)C=C(C=C2)B(O)O ((4-{5-[(4-fluorophenyl)methyl]-6-methylpyrimidin-4-yl}-2,3,4,5-tetrahydro-1,4-benzoxazepin-7-yl)boronic acid). The yield is 35.2%. As a reaction SMILES: Cl.[O:2]1[C:8]2[CH:9]=[CH:10][C:11]([B:13]([OH:15])[OH:14])=[CH:12][C:7]=2[CH2:6][NH:5][CH2:4][CH2:3]1.Cl[C:17]1[C:22]([CH2:23][C:24]2[CH:29]=[CH:28][C:27]([F:30])=[CH:26][CH:25]=2)=[C:21]([CH3:31])[N:20]=[CH:19][N:18]=1.C(N(C(C)C)CC)(C)C>>[F:30][C:27]1[CH:26]=[CH:25][C:24]([CH2:23][C:22]2[C:17]([N:5]3[CH2:6][C:7]4[CH:12]=[C:11]([B:13]([OH:15])[OH:14])[CH:10]=[CH:9][C:8]=4[O:2][CH2:3][CH2:4]3)=[N:18][CH:19]=[N:20][C:21]=2[CH3:31])=[CH:29][CH:28]=1 |f:0.1|. Procedure: A mixture of 2,3,4,5-tetrahydro-1,4-benzoxazepin-7-ylboronic acid hydrochloride salt (1.20 g, 5.2 mmol), 4-chloro-5-(4-fluorobenzyl)-6-methylpyrimidine (reagent preparation 5) (1.24 g, 5.2 mmol), diisopropylethylamine (0.40 mL, 2.10 mmol) 50% aqueous 1,4-dioxane (50 mL) was deoxygenated for five minutes by bubbling nitrogen gas then stirred at 95° C. for 18 hours. The reaction mixture was concentrated, diluted with water (50 mL), adjusted to pH 14, and then washed with isopropyl acetate (3×30 mL... Starting materials: COC=1C=C2C(=C3N(C2=CC1)CCCC3=NO)C (6,7,8,9-tetrahydro-2-methoxy-10-methylpyrido[1,2-a]indol-9-one oxime). Solvent: C(C)O (ethanol), [OH-].[Na+] (sodium hydroxide), [Cl-].[Na+].O (brine). Conditions: temperature 40 celsius, time 12 hour. The product is COC=1C=C2C(=C3N(C2=CC1)CCCC3N)C (6,7,8,9-Tetrahydro-2-methoxy-10-methylpyrido[1,2-a]indol-9-amine). Isolated yield 99.1%. As a reaction SMILES: [CH3:1][O:2][C:3]1[CH:4]=[C:5]2[C:9](=[CH:10][CH:11]=1)[N:8]1[CH2:12][CH2:13][CH2:14][C:15](=[N:16]O)[C:7]1=[C:6]2[CH3:18]>C(O)C.[OH-].[Na+].[Cl-].[Na+].O>[CH3:1][O:2][C:3]1[CH:4]=[C:5]2[C:9](=[CH:10][CH:11]=1)[N:8]1[CH2:12][CH2:13][CH2:14][CH:15]([NH2:16])[C:7]1=[C:6]2[CH3:18] |f:2.3,4.5.6|. Procedure details: Raney alloy (10.2 g) was added portionwise (over 40 minutes) to a solution of 6,7,8,9-tetrahydro-2-methoxy-10-methylpyrido[1,2-a]indol-9-one oxime (6.2 g, 25.4 mmol) in ethanol (200 mL) and 10% aqueous sodium hydroxide (100 mL) at ~35° C. The reaction mixture was stirred at 40° C. for 12 hours, cooled to 25° C., and then poured into icy, saturated brine solution (500 mL). The product was extracted with ether (2×200 mL), and the combined extracts were washed with 5% hydrochloric acid (200 mL). Up... Starting materials: O (Water), BrC=1C=C(SC1)C1=NNC=C1 (3-(4-bromo-2-thienyl)-1H-pyrazole), C(C)(C)I (Isopropyl iodide), [H-].[Na+] (Sodium hydride). The solvent is CC(C)(C)OC (MTBE), CN(C=O)C (N,N-dimethylformamide). Conditions: time 15 minute. Yields the product BrC=1C=C(SC1)C1=NN(C=C1)C(C)C (3-(4-bromo-2-thienyl)-1-isopropyl-1H-pyrazole). Yield: 80.5%. As a reaction SMILES: [Br:1][C:2]1[CH:3]=[C:4]([C:7]2[CH:11]=[CH:10][NH:9][N:8]=2)[S:5][CH:6]=1.[H-].[Na+].[CH:14](I)([CH3:16])[CH3:15].O>CN(C)C=O.CC(OC)(C)C>[Br:1][C:2]1[CH:3]=[C:4]([C:7]2[CH:11]=[CH:10][N:9]([CH:14]([CH3:16])[CH3:15])[N:8]=2)[S:5][CH:6]=1 |f:1.2|. Reported procedure: 3-(4-bromo-2-thienyl)-1H-pyrazole (8.7 mmol) was dissolved in 20 mL dry N,N-dimethylformamide under argon atmosphere. Sodium hydride (10.5 mmol, 60% dispersion in mineral oil) was added in portions at room temperature. The reaction mixture was stirred at room temperature for 15 min. Isopropyl iodide (13.1 mmol) was added dropwise and the reaction mixture was stirred at room temperature for 14 h. Water and MTBE were added to the reaction mixture. The phases were separated and the aqueous phase wa... The reactants are NC1=C(CO)C=C(C=C1C)C=1C=CC(=NC1)OC (2-amino-5-(2-methoxypyrid-5-yl)-3-methylbenzyl alcohol). Reagents/catalysts: [O-2].[O-2].[Mn+4] (manganese dioxide). The solvent is ClCCl (dichloromethane). Reaction conditions: time 2 hour. Product: NC1=C(C=O)C=C(C=C1C)C=1C=CC(=NC1)OC (2-Amino-5-(2-methoxypyrid-5-yl)-3-methylbenzaldehyde). Reaction SMILES: [NH2:1][C:2]1[C:9]([CH3:10])=[CH:8][C:7]([C:11]2[CH:12]=[CH:13][C:14]([O:17][CH3:18])=[N:15][CH:16]=2)=[CH:6][C:3]=1[CH2:4][OH:5]>ClCCl.[O-2].[O-2].[Mn+4]>[NH2:1][C:2]1[C:9]([CH3:10])=[CH:8][C:7]([C:11]2[CH:12]=[CH:13][C:14]([O:17][CH3:18])=[N:15][CH:16]=2)=[CH:6][C:3]=1[CH:4]=[O:5] |f:2.3.4|. Procedure: Freshly dried manganese dioxide (1.5 g) was added to a solution of 2-amino-5-(2-methoxypyrid-5-yl)-3-methylbenzyl alcohol (1.5 g) in dichloromethane (20 cm3) under nitrogen and the mixture was stirred for 2 hours at room temperature. The mixture was filtered, the filtrate evaporated to dryness, and the residue was chromatographed on silica (Merck "MK 60.9385" [Trade Mark])eluting with dichloromethane. Combination and evaporation of appropriate fractions afforded the title compound, m.p. 81°-84° ... The reactants are C1(CC1)N1C(NC(C(=C1N)N)=O)=O (1-cyclopropyl-5,6-diamino-2,4-(1H,3H)-pyrimidinedione), C(C)(=O)O (acetic acid). Reaction conditions: time 1 hour. Yields the product C1(CC1)N1C(NC(C=2NC(=NC12)C)=O)=O (3-cyclopropyl-3,7-dihydro-8-methyl-1H-purine-2,6-dione). As a reaction SMILES: [CH:1]1([N:4]2[C:9]([NH2:10])=[C:8]([NH2:11])[C:7](=[O:12])[NH:6][C:5]2=[O:13])[CH2:3][CH2:2]1.[C:14](O)(=O)[CH3:15]>>[CH:1]1([N:4]2[C:9]3[N:10]=[C:14]([CH3:15])[NH:11][C:8]=3[C:7](=[O:12])[NH:6][C:5]2=[O:13])[CH2:3][CH2:2]1. Procedure details: A solution of 6.4 g of 1-cyclopropyl-5,6-diamino-2,4-(1H,3H)-pyrimidinedione (IV) in 20 ml of acetic acid was refluxed for 2 hours. The solution was evaporated. The received oil was refluxed in 40 ml of 2N NaOH and 10 ml of 5N NaOH for 1 hour and then neutralized with 5N HCl. The crystals were filtered off. Yield 1.85 g (26%) (XXXVI) NMR (see Table I). Reactants: C(=O)C=1C=NC=CC1 (3-formylpyridine), NN1C(N(C(=C1)C(C)(C)C)C)=O (1-amino-2,3-dihydro-3-methyl-2-oxo-4-tert-butyl-1H-imidazole). Reagents/catalysts: Cl (hydrochloric acid). The solvent is C(C)O (ethanol). The product is CN1C(N(C=C1C(C)(C)C)N=CC=1C=NC=CC1)=O (2,3-Dihydro-3-methyl-2-oxo-1-pyrid-3-ylmethyleneamino-4-tert-butyl-1H-imidazole). RXN SMILES: [CH:1]([C:3]1[CH:4]=[N:5][CH:6]=[CH:7][CH:8]=1)=O.[NH2:9][N:10]1[CH:14]=[C:13]([C:15]([CH3:18])([CH3:17])[CH3:16])[N:12]([CH3:19])[C:11]1=[O:20]>Cl.C(O)C>[CH3:19][N:12]1[C:13]([C:15]([CH3:16])([CH3:17])[CH3:18])=[CH:14][N:10]([N:9]=[CH:1][C:3]2[CH:4]=[N:5][CH:6]=[CH:7][CH:8]=2)[C:11]1=[O:20]. Procedure details: 4.3 g of 3-formylpyridine and two drops of concentrated hydrochloric acid are added to a solution of 6.8 g of 1-amino-2,3-dihydro-3-methyl-2-oxo-4-tert-butyl-1H-imidazole in 50 ml of ethanol. The reaction mixture is refluxed for 30 minutes with stirring and then substantially concentrated. The liquid residue is dissolved in a small amount of diethyl ether, and the solution is cooled to 0°. The crystals which have separated out are filtered off with suction and dried. This gives the title compoun...